Task: describe an organic reaction: reactants, conditions, products, and yield. Dataset: the Open Reaction Database (ORD), a public repository of structured organic reaction records The reactants are BrC=1C=NC(=NC1)C=1C=NC(=CC1)OCCCCCCCCCCCC (5-bromo-2-(6-dodecyloxypyridin-3-yl)pyrimidine), C(C1=CC=CC=C1)OC1=C(C(=C(C=C1)B(O)O)F)F (4-benzyloxy-2,3-difluorophenylboronic acid), C([O-])([O-])=O.[Na+].[Na+] (sodium carbonate). Reagents/catalysts: C=1C=CC(=CC1)/C=C/C(=O)/C=C/C2=CC=CC=C2.C=1C=CC(=CC1)/C=C/C(=O)/C=C/C2=CC=CC=C2.[Pd] (bis(dibenzylideneacetone)palladium(0)), C1(=CC=CC=C1)P(C1=CC=CC=C1)C1=CC=CC=C1 (triphenylphosphine). The solvent is C1(=CC=CC=C1)C (toluene), C(C)O (ethanol), O (water). Product: C(C1=CC=CC=C1)OC1=C(C(=C(C=C1)C=1C=NC(=NC1)C=1C=NC(=CC1)OCCCCCC)F)F (5-(4-benzyloxy-2,3-difluorophenyl)-2-(6-hexyloxypyridin-3-yl)pyrimidine). Isolated yield 49.1%. As a reaction SMILES: Br[C:2]1[CH:3]=[N:4][C:5]([C:8]2[CH:9]=[N:10][C:11]([O:14][CH2:15][CH2:16][CH2:17][CH2:18][CH2:19][CH2:20]CCCCCC)=[CH:12][CH:13]=2)=[N:6][CH:7]=1.[CH2:27]([O:34][C:35]1[CH:40]=[CH:39][C:38](B(O)O)=[C:37]([F:44])[C:36]=1[F:45])[C:28]1[CH:33]=[CH:32][CH:31]=[CH:30][CH:29]=1.C(=O)([O-])[O-].[Na+].[Na+]>C1(C)C=CC=CC=1.C(O)C.O.C1C=CC(/C=C/C(/C=C/C2C=CC=CC=2)=O)=CC=1.C1C=CC(/C=C/C(/C=C/C2C=CC=CC=2)=O)=CC=1.[Pd].C1(P(C2C=CC=CC=2)C2C=CC=CC=2)C=CC=CC=1>[CH2:27]([O:34][C:35]1[CH:40]=[CH:39][C:38]([C:2]2[CH:7]=[N:6][C:5]([C:8]3[CH:9]=[N:10][C:11]([O:14][CH2:15][CH2:16][CH2:17][CH2:18][CH2:19][CH3:20])=[CH:12][CH:13]=3)=[N:4][CH:3]=2)=[C:37]([F:44])[C:36]=1[F:45])[C:28]1[CH:29]=[CH:30][CH:31]=[CH:32][CH:33]=1 |f:2.3.4,8.9.10|. Procedure: The reaction of 6 mmol of 5-bromo-2-(6-dodecyloxypyridin-3-yl)pyrimidine, 6 mmol of 4-benzyloxy-2,3-difluorophenylboronic acid, 12 mmol of sodium carbonate 0.06 mmol of bis(dibenzylideneacetone)palladium(0) and 0.12 mmol of triphenylphosphine in 50 ml of toluene, 25 ml of ethanol and 25 ml of water is carried out analogously to the procedure indicated for Example 1a). Corresponding chromatographic purification gives 1.4 g (42%) of a colorless solid, m.p. 115° C., cl.p. 172° C. The reactants are CC(=O)OCC1OC(n2cnc3c(Br)ncnc32)C2OC(C)(C)OC12, CN(C)C=O, CCN(C(C)C)C(C)C, [Cu]I, C#Cc1ccccc1. The product is CC(=O)OCC1OC(n2cnc3c(C#Cc4ccccc4)ncnc32)C2OC(C)(C)OC12. As a reaction SMILES: [C:1]([CH3:2])(=[O:3])[O:4][CH2:5][CH:6]1[O:7][CH:8]([n:16]2[c:17]3[n:18][cH:19][n:20][c:21]([Br:25])[c:22]3[n:23][cH:24]2)[CH:9]2[O:10][C:11]([CH3:14])([CH3:15])[O:12][CH:13]12.[CH3:26][N:27]([CH3:28])[CH:29]=[O:30].[CH:31]([N:32]([CH2:33][CH3:34])[CH:35]([CH3:36])[CH3:37])([CH3:38])[CH3:39].[Cu:48][I:49].[c:40]1([C:46]#[CH:47])[cH:41][cH:42][cH:43][cH:44][cH:45]1>>[C:1]([CH3:2])(=[O:3])[O:4][CH2:5][CH:6]1[O:7][CH:8]([n:16]2[c:17]3[n:18][cH:19][n:20][c:21]([C:47]#[C:46][c:40]4[cH:41][cH:42][cH:43][cH:44][cH:45]4)[c:22]3[n:23][cH:24]2)[CH:9]2[O:10][C:11]([CH3:14])([CH3:15])[O:12][CH:13]12. Reactants: C1CCCCC1, C[O-], CCOC(C)=O, CO, CS(C)=O, COC(=O)CC#N, Cl, O=[N+]([O-])c1ccc(F)cc1F, [Na+]. Product: COC(=O)C(C#N)c1cc(F)ccc1[N+](=O)[O-]. RXN SMILES: [CH2:31]1[CH2:32][CH2:33][CH2:34][CH2:35][CH2:36]1.[CH3:1][O-:2].[CH3:23][CH2:24][O:25][C:26](=[O:27])[CH3:28].[CH3:29][OH:30].[CH3:37][S:38](=[O:39])[CH3:40].[CH3:4][O:5][C:6](=[O:7])[CH2:8][C:9]#[N:10].[ClH:22].[F:11][c:12]1[c:13]([N+:19](=[O:20])[O-:21])[cH:14][cH:15][c:16]([F:18])[cH:17]1.[Na+:3]>>[CH3:4][O:5][C:6](=[O:7])[CH:8]([C:9]#[N:10])[c:12]1[c:13]([N+:19](=[O:20])[O-:21])[cH:14][cH:15][c:16]([F:18])[cH:17]1. Reported procedure: A mixture of m-phenylenediamine (10.8 grams) 0.10 ml.) and diethyl oxalate (50 ml.) is refluxed for 2.5 hours. The cooled reaction mixture is diluted with ether (200 ml.) and the crude product collected (19.2 grams, M.P. 150° C.). Two recrystallizations from methanol give off white crystals (6.65 grams, 155°-160°). Starting materials: C1(=CC(=CC=C1)N)N (m-phenylenediamine), C(C(=O)OCC)(=O)OCC (diethyl oxalate). As a reaction SMILES: [C:1]1([NH2:8])[CH:6]=[CH:5][CH:4]=[C:3]([NH2:7])[CH:2]=1.[C:9]([O:16][CH2:17][CH3:18])(=[O:15])[C:10]([O:12]CC)=O>CCOCC>[C:1]1([NH:8][C:10](=[O:12])[C:9]([O:16][CH2:17][CH3:18])=[O:15])[CH:6]=[CH:5][CH:4]=[C:3]([NH:7][C:10](=[O:12])[C:9]([O:16][CH2:17][CH3:18])=[O:15])[CH:2]=1. Yields the product C1(=CC(=CC=C1)NC(C(=O)OCC)=O)NC(C(=O)OCC)=O (Diethyl N,N'-(m-phenylene)dioxamate). Solvent: CCOCC (ether). Reactants: C1CCOC1, CC(C)(C)[O-], CI, [Cl-], [K+], [NH4+], CCCC1NS(=O)(=O)N(Cc2ccccc2)C1=O. The product is CCCC1C(=O)N(Cc2ccccc2)S(=O)(=O)N1C. Reaction SMILES: [CH2:29]1[O:30][CH2:31][CH2:32][CH2:33]1.[CH3:1][C:2]([CH3:3])([O-:4])[CH3:5].[CH3:25][I:26].[Cl-:27].[K+:6].[NH4+:28].[c:7]1([CH2:13][N:14]2[S:15](=[O:23])(=[O:24])[NH:16][CH:17]([CH2:20][CH2:21][CH3:22])[C:18]2=[O:19])[cH:8][cH:9][cH:10][cH:11][cH:12]1>>[CH3:1][N:16]1[S:15](=[O:23])(=[O:24])[N:14]([CH2:13][c:7]2[cH:8][cH:9][cH:10][cH:11][cH:12]2)[C:18](=[O:19])[CH:17]1[CH2:20][CH2:21][CH3:22].